Dataset: the Open Reaction Database (ORD), a public repository of structured organic reaction records. Task: describe an organic reaction: reactants, conditions, products, and yield The reactants are FC1=CC=C(N)C=C1 (4-fluoroaniline), CO (methanol), C(#CC(=O)[O-])C(=O)OC (methyl acetylenedicarboxylate). Reaction conditions: temperature 55 celsius, time 3 hour. Product: COC(C(=CC(=O)OC)NC1=CC=C(C=C1)F)=O (2-(4-Fluorophenylamino)but-2-enedioic acid dimethyl ester). As a reaction SMILES: [F:1][C:2]1[CH:8]=[CH:7][C:5]([NH2:6])=[CH:4][CH:3]=1.[C:9]([C:14]([O:16][CH3:17])=[O:15])#[C:10][C:11]([O-:13])=[O:12].[CH3:18]O>>[CH3:17][O:16][C:14](=[O:15])[C:9]([NH:6][C:5]1[CH:7]=[CH:8][C:2]([F:1])=[CH:3][CH:4]=1)=[CH:10][C:11]([O:13][CH3:18])=[O:12]. Procedure: 50 ml (0.51 M) of 4-fluoroaniline (at 98%) are introduced into 500 ml of anhydrous methanol, followed by dropwise addition of 70.5 ml (0.56 M) of methyl acetylenedicarboxylate (at 98%). The reaction mixture is heated at 55° C. with stirring for 3 hours, and then evaporated under reduced pressure. The residue is purified by evolution through silica. The reactants are [Na] (sodium), [Cl-].NC(=[NH2+])N (guanidinium chloride), FC(C1=CC=C2C(N(C(C2=C1)CC(=O)OCC)CC(C)C)=O)(F)F (ethyl (6-trifluoromethyl-2-isobutyl-3-oxo-2,3-dihydro-1H-isoindol-1-yl)acetate). Run in C(C)O (ethanol), C(C)OCC (diethyl ether), C(C)O (ethanol). Reaction conditions: temperature 20 celsius, time 16 hour. The product is C(C(C)C)N1C(C2=CC(=CC=C2C1=O)C(F)(F)F)CC(=O)NC(=N)N (N-[2-(2-Isobutyl-3-oxo-6-trifluoromethyl-2,3-dihydro-1H-isoindol-1-yl)-acetyl]-guanidine). Isolated yield 7.6%. RXN SMILES: [Na].[Cl-].[NH2:3][C:4]([NH2:6])=[NH2+:5].[F:7][C:8]([F:30])([F:29])[C:9]1[CH:17]=[C:16]2[C:12]([C:13](=[O:28])[N:14]([CH2:24][CH:25]([CH3:27])[CH3:26])[CH:15]2[CH2:18][C:19](OCC)=[O:20])=[CH:11][CH:10]=1>C(O)C.C(OCC)C>[CH2:24]([N:14]1[C:13](=[O:28])[C:12]2[C:16](=[CH:17][C:9]([C:8]([F:7])([F:29])[F:30])=[CH:10][CH:11]=2)[CH:15]1[CH2:18][C:19]([NH:5][C:4]([NH2:6])=[NH:3])=[O:20])[CH:25]([CH3:27])[CH3:26] |f:1.2,^1:0|. Procedure: N-[2-(2-Isobutyl-3-oxo-6-trifluoromethyl-2,3-dihydro-1H-isoindol-1-yl)-acetyl]-guanidine is prepared as described in Example 9, starting with 10 cm3 of absolute ethanol, 0.13 g of sodium, 0.52 g of guanidinium chloride and 1.25 g of ethyl (6-trifluoromethyl-2-isobutyl-3-oxo-2,3-dihydro-1H-isoindol-1-yl)acetate in 10 cm3 of absolute ethanol. The reaction mixture is stirred at a temperature in the region of 20° C. for 16 hours and then concentrated to dryness under reduced pressure (2 kPa) at a te... The reactants are ClC1=CC=C(C=C1)[C@@H]1N=C(N([C@@H]1C1=CC=C(C=C1)Cl)C(=O)Cl)C1=C(C=C(C=C1)C(C)(C)C#N)OCC ((4S,5R)-4,5-bis-(4-chloro-phenyl)-2-[4-(cyano-dimethyl-methyl)-2-ethoxy-phenyl]-4,5-dihydro-imidazole-1-carbonyl chloride), C(C)(C)(C)NC(CN1CCNCC1)=O (N-tert-butyl-2-piperazin-1-yl-acetamide). Yields the product ClC1=CC=C(C=C1)[C@@H]1N=C(N([C@@H]1C1=CC=C(C=C1)Cl)C(=O)N1CCN(CC1)CC(=O)NC(C)(C)C)C1=C(C=C(C=C1)C(C)(C)C#N)OCC (2-(4-{(4S,5R)-4,5-Bis-(4-chloro-phenyl)-2-[4-(cyano-dimethyl-methyl)-2-ethoxy-phenyl]-4,5-dihydro-imidazole-1-carbonyl}-piperazin-1-yl)-N-tert-butyl-acetamide). RXN SMILES: [Cl:1][C:2]1[CH:7]=[CH:6][C:5]([C@H:8]2[C@@H:12]([C:13]3[CH:18]=[CH:17][C:16]([Cl:19])=[CH:15][CH:14]=3)[N:11]([C:20](Cl)=[O:21])[C:10]([C:23]3[CH:28]=[CH:27][C:26]([C:29]([C:32]#[N:33])([CH3:31])[CH3:30])=[CH:25][C:24]=3[O:34][CH2:35][CH3:36])=[N:9]2)=[CH:4][CH:3]=1.[C:37]([NH:41][C:42](=[O:50])[CH2:43][N:44]1[CH2:49][CH2:48][NH:47][CH2:46][CH2:45]1)([CH3:40])([CH3:39])[CH3:38]>>[Cl:1][C:2]1[CH:3]=[CH:4][C:5]([C@H:8]2[C@@H:12]([C:13]3[CH:14]=[CH:15][C:16]([Cl:19])=[CH:17][CH:18]=3)[N:11]([C:20]([N:47]3[CH2:46][CH2:45][N:44]([CH2:43][C:42]([NH:41][C:37]([CH3:40])([CH3:39])[CH3:38])=[O:50])[CH2:49][CH2:48]3)=[O:21])[C:10]([C:23]3[CH:28]=[CH:27][C:26]([C:29]([C:32]#[N:33])([CH3:30])[CH3:31])=[CH:25][C:24]=3[O:34][CH2:35][CH3:36])=[N:9]2)=[CH:6][CH:7]=1. Procedure: 2-(4-{(4S,5R)-4,5-Bis-(4-chloro-phenyl)-2-[4-(cyano-dimethyl-methyl)-2-ethoxy-phenyl]-4,5-dihydro-imidazole-1-carbonyl}-piperazin-1-yl)-N-tert-butyl-acetamide was prepared from (4S,5R)-4,5-bis-(4-chloro-phenyl)-2-[4-(cyano-dimethyl-methyl)-2-ethoxy-phenyl]-4,5-dihydro-imidazole-1-carbonyl chloride (example 12j) and N-tert-butyl-2-piperazin-1-yl-acetamide (example 16g) in an analogous manner as described in example 25. LR-MS: 703.3 [(M+H)+] Starting materials: BrC1=CC=CC2=C1CN(CCO2)C(=O)OC(C)(C)C (tert-butyl 6-bromo-2,3-dihydro-1,4-benzoxazepine-4(5H)-carboxylate), O (water), C1(=CC=CC=C1)B(O)O (phenylboronic acid). Reagents/catalysts: C=1C=CC(=CC1)[P](C=2C=CC=CC2)(C=3C=CC=CC3)[Pd]([P](C=4C=CC=CC4)(C=5C=CC=CC5)C=6C=CC=CC6)([P](C=7C=CC=CC7)(C=8C=CC=CC8)C=9C=CC=CC9)[P](C=1C=CC=CC1)(C=1C=CC=CC1)C=1C=CC=CC1 (tetrakis(triphenylphosphine)palladium(0)). The solvent is C(C)O (ethanol), C([O-])([O-])=O.[Na+].[Na+] (sodium carbonate), C1(=CC=CC=C1)C (toluene). Product: C1(=CC=CC=C1)C1=CC=CC2=C1CN(CCO2)C(=O)OC(C)(C)C (tert-butyl 6-phenyl-2,3-dihydro-1,4-benzoxazepine-4(5H)-carboxylate). The yield is 60.5%. RXN SMILES: Br[C:2]1[C:7]2[CH2:8][N:9]([C:13]([O:15][C:16]([CH3:19])([CH3:18])[CH3:17])=[O:14])[CH2:10][CH2:11][O:12][C:6]=2[CH:5]=[CH:4][CH:3]=1.[C:20]1(B(O)O)[CH:25]=[CH:24][CH:23]=[CH:22][CH:21]=1.O>C(O)C.C(=O)([O-])[O-].[Na+].[Na+].C1(C)C=CC=CC=1.C1C=CC([P]([Pd]([P](C2C=CC=CC=2)(C2C=CC=CC=2)C2C=CC=CC=2)([P](C2C=CC=CC=2)(C2C=CC=CC=2)C2C=CC=CC=2)[P](C2C=CC=CC=2)(C2C=CC=CC=2)C2C=CC=CC=2)(C2C=CC=CC=2)C2C=CC=CC=2)=CC=1>[C:20]1([C:2]2[C:7]3[CH2:8][N:9]([C:13]([O:15][C:16]([CH3:19])([CH3:18])[CH3:17])=[O:14])[CH2:10][CH2:11][O:12][C:6]=3[CH:5]=[CH:4][CH:3]=2)[CH:25]=[CH:24][CH:23]=[CH:22][CH:21]=1 |f:4.5.6,^1:49,51,70,89|. Procedure: A mixture of tert-butyl 6-bromo-2,3-dihydro-1,4-benzoxazepine-4(5H)-carboxylate (150 mg, 0.457 mmol), a solution of phenylboronic acid (83.4 mg, 0.684 mmol) in ethanol (0.525 ml), 2N aqueous sodium carbonate solution (2 ml), and tetrakis(triphenylphosphine)palladium(0) (63.2 mg, 0.0547 mmol) in toluene (4 ml) was stirred under a nitrogen atmosphere at 95° C. for 12 hr. The reaction mixture was poured into water, and the mixture was extracted with ethyl acetate. The extract was washed with water,... Reactants: BrC=1C=C(C=CC1)I (3-bromoiodobenzene), C1(=CC=CC=C1)P(C1=CC=CC=C1)C1=CC=CC=C1 (triphenylphosphine), C(C#C)O (propargyl alcohol), C(C)(C)N(CC)C(C)C (diisopropylethylamine). Reagents/catalysts: [Cu]I (copper(I) iodide), C1=CC=C(C=C1)/C=C/C(=O)/C=C/C2=CC=CC=C2.C1=CC=C(C=C1)/C=C/C(=O)/C=C/C2=CC=CC=C2.C1=CC=C(C=C1)/C=C/C(=O)/C=C/C2=CC=CC=C2.C(Cl)(Cl)Cl.[Pd].[Pd] (tris(dibenzylideneacetone)dipalladium(0) chloroform adduct). Run in [Cl-].[Na+].O (brine), O1CCCC1 (tetrahydrofuran). Conditions: time 15 hour. The product is BrC=1C=C(C=CC1)C#CCO (3-(3-bromophenyl)-2-propyne-1-ol). Reaction SMILES: [Br:1][C:2]1[CH:3]=[C:4](I)[CH:5]=[CH:6][CH:7]=1.C1(P(C2C=CC=CC=2)C2C=CC=CC=2)C=CC=CC=1.[CH2:28]([OH:31])[C:29]#[CH:30].C(N(C(C)C)CC)(C)C>[Cl-].[Na+].O.[Cu]I.C1C=CC(/C=C/C(/C=C/C2C=CC=CC=2)=O)=CC=1.C1C=CC(/C=C/C(/C=C/C2C=CC=CC=2)=O)=CC=1.C1C=CC(/C=C/C(/C=C/C2C=CC=CC=2)=O)=CC=1.C(Cl)(Cl)Cl.[Pd].[Pd].O1CCCC1>[Br:1][C:2]1[CH:3]=[C:4]([C:30]#[C:29][CH2:28][OH:31])[CH:5]=[CH:6][CH:7]=1 |f:4.5.6,8.9.10.11.12.13|. Reported procedure: A mixture of 3-bromoiodobenzene (5.00 g), copper(I) iodide (67.4 mg), triphenylphosphine (232 mg), tris(dibenzylideneacetone)dipalladium(0) chloroform adduct (366 mg), propargyl alcohol (1.15 ml), diisopropylethylamine (12.3 ml) and tetrahydrofuran (90 ml) was stirred at room temperature for 15 hr. The reaction mixture was added to brine, and the mixture was extracted with ethyl acetate, washed with saturated brine, and dried over anhydrous magnesium sulfate. The solvent was evaporated under red...